describe an organic reaction: reactants, conditions, products, and yield From a dataset of the Open Reaction Database (ORD), a public repository of structured organic reaction records. Starting materials: C(C)(C)(C)OC(=O)CNCCCC(=O)O (4-(tert-butoxycarbonylmethylamino)butyric acid), NC=1C=C(C=CC1)CCN(C[C@H](O[Si](C)(C)C(C)(C)C)C1=C2C=CC(NC2=C(C=C1)OCC1=CC=CC=C1)=O)CC1=CC=CC=C1 (5-[(R)-2-{[2-(3-aminophenyl)ethyl]benzylamino}-1-(tert-butyl-dimethylsilanyloxy)ethyl]-8-benzyloxy-1H-quinolin-2-one), N1=C(C=CC=C1C)C (2,6-lutidine), CCN=C=NCCCN(C)C.Cl (N-(3-dimethylaminopropyl)-N-ethylcarbodiimide hydrochloride), ON1N=NC2=C1N=CC=C2 (1-hydroxy-7-azabenzotriazole). Run in [Cl-].[Li+] (lithium chloride), C(Cl)Cl (DCM), O (Water), CN(C)C=O (DMF), CN(C)C=O (DMF). Conditions: time 8 hour. Product: C(C)(C)(C)OC(N(C)CCCC(NC1=CC(=CC=C1)CCN(C[C@H](O[Si](C)(C)C(C)(C)C)C1=C2C=CC(NC2=C(C=C1)OCC1=CC=CC=C1)=O)CC1=CC=CC=C1)=O)=O ({3-[3-(2-{Benzyl-[(R)-2-(8-benzyloxy-2-oxo-1,2-dihydroquinolin-5-yl)-2-(tert-butyldimethylsilanyloxy)ethyl]amino}ethyl)phenylcarbamoyl]-propyl}methylcarbamic Acid tert-Butyl Ester). Reaction SMILES: [C:1]([O:5][C:6](CNCCCC(O)=O)=[O:7])([CH3:4])([CH3:3])[CH3:2].[NH2:16][C:17]1[CH:18]=[C:19]([CH2:23][CH2:24][N:25]([CH2:55][C:56]2[CH:61]=[CH:60][CH:59]=[CH:58][CH:57]=2)[CH2:26][C@@H:27]([C:36]2[CH:45]=[CH:44][C:43]([O:46][CH2:47][C:48]3[CH:53]=[CH:52][CH:51]=[CH:50][CH:49]=3)=[C:42]3[C:37]=2[CH:38]=[CH:39][C:40](=[O:54])[NH:41]3)[O:28][Si:29]([C:32]([CH3:35])([CH3:34])[CH3:33])([CH3:31])[CH3:30])[CH:20]=[CH:21][CH:22]=1.[N:62]1[C:67](C)=[CH:66][CH:65]=[CH:64][C:63]=1C.CCN=C=NCCCN(C)C.Cl.[OH:82]N1C2N=CC=CC=2N=N1>CN(C=O)C.[Cl-].[Li+].C(Cl)Cl.O>[C:1]([O:5][C:6](=[O:7])[N:62]([CH2:63][CH2:64][CH2:65][C:66](=[O:82])[NH:16][C:17]1[CH:22]=[CH:21][CH:20]=[C:19]([CH2:23][CH2:24][N:25]([CH2:55][C:56]2[CH:61]=[CH:60][CH:59]=[CH:58][CH:57]=2)[CH2:26][C@@H:27]([C:36]2[CH:45]=[CH:44][C:43]([O:46][CH2:47][C:48]3[CH:53]=[CH:52][CH:51]=[CH:50][CH:49]=3)=[C:42]3[C:37]=2[CH:38]=[CH:39][C:40](=[O:54])[NH:41]3)[O:28][Si:29]([C:32]([CH3:33])([CH3:35])[CH3:34])([CH3:30])[CH3:31])[CH:18]=1)[CH3:67])([CH3:4])([CH3:3])[CH3:2] |f:3.4,7.8|. Reported procedure: To a stirred solution of 4-(tert-butoxycarbonylmethylamino)butyric acid (72.0 mg, 0.331 mmol); 5-[(R)-2-{[2-(3-aminophenyl)ethyl]benzylamino}-1-(tert-butyl-dimethylsilanyloxy)ethyl]-8-benzyloxy-1H-quinolin-2-one (210 mg, 0.331 mmol); 2,6-lutidine (46.5 μL, 0.398 mmol); and N-(3-dimethylaminopropyl)-N-ethylcarbodiimide hydrochloride (69.8 mg, 0.364 mmol) in DMF (3 mL) at room temperature was added a solution of 1-hydroxy-7-azabenzotriazole in DMF (0.5 M, 0.729 mL, 0.364 mmol). The resulting mixtu...